Dataset: the Open Reaction Database (ORD), a public repository of structured organic reaction records. Task: describe an organic reaction: reactants, conditions, products, and yield Starting materials: [N+](=O)(O)[O-] (nitric acid), C1(=CC=CC=C1)C (toluene). The product is [N+](=O)([O-])C1=CC=C(C=C1)C (mononitrotoluene). Reaction SMILES: [N+:1]([O-:4])(O)=[O:2].[C:5]1([CH3:11])[CH:10]=[CH:9][CH:8]=[CH:7][CH:6]=1>>[N+:1]([C:8]1[CH:9]=[CH:10][C:5]([CH3:11])=[CH:6][CH:7]=1)([O-:4])=[O:2]. Procedure details: reacting toluene with nitric acid in a single liquid phase reaction in a first reaction zone at an elevated temperature to provide a single phase mononitrotoluene-containing product mixture, using a reaction mixture that is free of sulfuric acid and that comprises a molar ratio of said nitric acid to said toluene of from 20:1 to 30:1, said reaction being conducted using a combination of fresh and recycled aqueous nitric acid, said combination having a nitric acid concentration not exceeding 75% ... The reactants are BrC=1C=C(C=CC1)C1=CC(N(C2=NC=C(C=C12)C(C1=CC=C(C=C1)Cl)=O)C)=O (4-(3-bromophenyl)-6-(4-chlorobenzoyl)-1-methyl-1,8-naphthyridin-2(1H)-one), [Si](C)(C)(C)C#C (TMS-acetylene). Reagents/catalysts: [Cu]I (CuI), C=1C=CC(=CC1)[P](C=2C=CC=CC2)(C=3C=CC=CC3)[Pd]([P](C=4C=CC=CC4)(C=5C=CC=CC5)C=6C=CC=CC6)([P](C=7C=CC=CC7)(C=8C=CC=CC8)C=9C=CC=CC9)[P](C=1C=CC=CC1)(C=1C=CC=CC1)C=1C=CC=CC1 ((PPh3)4Pd). Run in CCOC(=O)C (EtOAc), C1CCOC1 (THF), TEA. Run at temperature 60 celsius. The product is ClC1=CC=C(C(=O)C=2C=C3C(=CC(N(C3=NC2)C)=O)C2=CC(=CC=C2)C#C[Si](C)(C)C)C=C1 (6-(4-chlorobenzoyl)-1-methyl-4-(3-((trimethylsilyl)ethynyl)phenyl)-1,8-naphthyridin-2(1H)-one). The yield is 79.3%. Reaction SMILES: Br[C:2]1[CH:3]=[C:4]([C:8]2[C:17]3[C:12](=[N:13][CH:14]=[C:15]([C:18](=[O:26])[C:19]4[CH:24]=[CH:23][C:22]([Cl:25])=[CH:21][CH:20]=4)[CH:16]=3)[N:11]([CH3:27])[C:10](=[O:28])[CH:9]=2)[CH:5]=[CH:6][CH:7]=1.[Si:29]([C:33]#[CH:34])([CH3:32])([CH3:31])[CH3:30]>C1COCC1.CCOC(C)=O.C1C=CC([P]([Pd]([P](C2C=CC=CC=2)(C2C=CC=CC=2)C2C=CC=CC=2)([P](C2C=CC=CC=2)(C2C=CC=CC=2)C2C=CC=CC=2)[P](C2C=CC=CC=2)(C2C=CC=CC=2)C2C=CC=CC=2)(C2C=CC=CC=2)C2C=CC=CC=2)=CC=1.[Cu]I>[Cl:25][C:22]1[CH:23]=[CH:24][C:19]([C:18]([C:15]2[CH:16]=[C:17]3[C:12](=[N:13][CH:14]=2)[N:11]([CH3:27])[C:10](=[O:28])[CH:9]=[C:8]3[C:4]2[CH:5]=[CH:6][CH:7]=[C:2]([C:34]#[C:33][Si:29]([CH3:32])([CH3:31])[CH3:30])[CH:3]=2)=[O:26])=[CH:20][CH:21]=1 |^1:49,51,70,89|. Reported procedure: To a solution of compound I (1 g, 2.21 mmol) in THF (10.0 mL), TEA (4 mL) was added followed by (PPh3)4Pd (0.25 g, 0.22 mmol) and CuI (42 mg, 0.22 mmol). The mixture was degassed using N2 for 30 min and TMS-acetylene (0.92 g, 6.64 mmol) was added. The mixture was heated in a microwave oven at 60° C. for 30 min. The reaction mixture was diluted with EtOAc (25 mL) and passed through a pad of celite. The filtrate was concentrated. Purification of the crude product provided 825 mg (80%) of compound ... Starting materials: FC1=C(C=C(C=C1)[N+](=O)[O-])C=1OC2=C(N1)C=C(C=C2)C2=CC=CC=C2 (2-(2-fluoro-5-nitrophenyl)-5-phenylbenzoxazole), O1C=C(C=C1)CO (3-furanmethanol). Product: [N+](=O)([O-])C=1C=CC(=C(C1)C=1OC2=C(N1)C=C(C=C2)C2=CC=CC=C2)OCC2=COC=C2 (2-(5-Nitro-2-(3-furanylmethoxy)phenyl)-5-phenylbenzoxazole). As a reaction SMILES: F[C:2]1[CH:7]=[CH:6][C:5]([N+:8]([O-:10])=[O:9])=[CH:4][C:3]=1[C:11]1[O:12][C:13]2[CH:19]=[CH:18][C:17]([C:20]3[CH:25]=[CH:24][CH:23]=[CH:22][CH:21]=3)=[CH:16][C:14]=2[N:15]=1.[O:26]1[CH:30]=[CH:29][C:28]([CH2:31][OH:32])=[CH:27]1>>[N+:8]([C:5]1[CH:6]=[CH:7][C:2]([O:32][CH2:31][C:28]2[CH:29]=[CH:30][O:26][CH:27]=2)=[C:3]([C:11]2[O:12][C:13]3[CH:19]=[CH:18][C:17]([C:20]4[CH:25]=[CH:24][CH:23]=[CH:22][CH:21]=4)=[CH:16][C:14]=3[N:15]=2)[CH:4]=1)([O-:10])=[O:9]. Reported procedure: Prepared by the method of Example 44a), from 2-(2-fluoro-5-nitrophenyl)-5-phenylbenzoxazole (400 mg, 1.2 mmol) in 3-furanmethanol (2 ml) the subtitle compound was obtained (392 mg, 79%). The product was used directly in the next step without purification. Reactants: CCN=C=NCCCN(C)C, CCN(C(C)C)C(C)C, O=C(O)c1cc(C(F)(F)F)ccc1Cl, Cl, Cl, CN(C)C=O, O, On1nnc2ccccc21, O=C(CC(=O)N1CCNCC1)Nc1ccc(-c2ccccc2)cc1. Product: O=C(CC(=O)N1CCN(C(=O)c2cc(C(F)(F)F)ccc2Cl)CC1)Nc1ccc(-c2ccccc2)cc1. RXN SMILES: [CH3:34][CH2:35][N:36]=[C:37]=[N:38][CH2:39][CH2:40][CH2:41][N:42]([CH3:43])[CH3:44].[CH:11]([N:12]([CH2:13][CH3:14])[CH:15]([CH3:16])[CH3:17])([CH3:18])[CH3:19].[Cl:20][c:21]1[c:22]([C:23](=[O:24])[OH:25])[cH:26][c:27]([C:30]([F:31])([F:32])[F:33])[cH:28][cH:29]1.[ClH:45].[ClH:46].[O:71]=[CH:72][N:73]([CH3:74])[CH3:75].[OH2:76].[OH:1][n:2]1[c:3]2[c:4]([cH:5][cH:6][cH:7][cH:8]2)[n:9][n:10]1.[c:47]1(-[c:65]2[cH:66][cH:67][cH:68][cH:69][cH:70]2)[cH:48][cH:49][c:50]([NH:53][C:54]([CH2:55][C:56]([N:57]2[CH2:58][CH2:59][NH:60][CH2:61][CH2:62]2)=[O:63])=[O:64])[cH:51][cH:52]1>>[Cl:20][c:21]1[c:22]([C:23](=[O:25])[N:60]2[CH2:59][CH2:58][N:57]([C:56]([CH2:55][C:54]([NH:53][c:50]3[cH:49][cH:48][c:47](-[c:65]4[cH:66][cH:67][cH:68][cH:69][cH:70]4)[cH:52][cH:51]3)=[O:64])=[O:63])[CH2:62][CH2:61]2)[cH:26][c:27]([C:30]([F:31])([F:32])[F:33])[cH:28][cH:29]1. Reactants: C(=O)(OCC)N(CC)CCC1CCNCC1 (4-[2-(N-carboethoxy-N-ethylamino)ethyl]piperidine), C(C)(=O)OC1C2=CC=CC=C2OC=2C=CC=CC12 (9-acetoxyxanthene). The solvent is C1=CC=CC=C1 (benzene). Product: C1=CC=CC=2OC3=CC=CC=C3C(C12)N1CCC(CC1)CCN(CC)C(=O)OCC (1-(9-xanthenyl)-4-[2-(N-carboethoxy-N-ethylamino)ethyl]piperidine). RXN SMILES: [C:1]([N:6]([CH2:9][CH2:10][CH:11]1[CH2:16][CH2:15][NH:14][CH2:13][CH2:12]1)[CH2:7][CH3:8])([O:3][CH2:4][CH3:5])=[O:2].C(O[CH:21]1[C:34]2[CH:33]=[CH:32][CH:31]=[CH:30][C:29]=2[O:28][C:27]2[C:22]1=[CH:23][CH:24]=[CH:25][CH:26]=2)(=O)C>C1C=CC=CC=1>[CH:23]1[C:22]2[CH:21]([N:14]3[CH2:13][CH2:12][CH:11]([CH2:10][CH2:9][N:6]([C:1]([O:3][CH2:4][CH3:5])=[O:2])[CH2:7][CH3:8])[CH2:16][CH2:15]3)[C:34]3[C:29](=[CH:30][CH:31]=[CH:32][CH:33]=3)[O:28][C:27]=2[CH:26]=[CH:25][CH:24]=1. Procedure: Reaction of the above prepared 4-[2-(N-carboethoxy-N-ethylamino)ethyl]piperidine with 9-acetoxyxanthene in benzene by the procedure of Example 3 gives 1-(9-xanthenyl)-4-[2-(N-carboethoxy-N-ethylamino)ethyl]piperidine. Reactants: N1=CC(=CC=C1)NC(OC1=CC=CC=C1)=NC#N (N-(3-pyridyl)-N'-cyano-O-phenylisourea), C1(=CC=CC=C1)[C@@H](N)CO ((R)-2-phenylglycinol), CN1CCOCC1 (N-methylmorpholine), C(C)(C)O (isopropanol). The solvent is CO.C(Cl)(Cl)Cl (MeOH CHCl3). Product: C1(=CC=CC=C1)[C@H]1NN(OC1)NC=1C=NC=CC1 ((R)-4,5-dihydro-4-phenyl-2-(3-pyridyl)aminooxadiazole). Reaction SMILES: [N:1]1[CH:6]=[CH:5][CH:4]=[C:3]([NH:7]C(=NC#N)OC2C=CC=CC=2)[CH:2]=1.[C:19]1([C@H:25]([CH2:27][OH:28])[NH2:26])[CH:24]=[CH:23][CH:22]=[CH:21][CH:20]=1.C[N:30]1CCOCC1.C(O)(C)C>CO.C(Cl)(Cl)Cl>[C:19]1([C@@H:25]2[CH2:27][O:28][N:30]([NH:7][C:3]3[CH:2]=[N:1][CH:6]=[CH:5][CH:4]=3)[NH:26]2)[CH:24]=[CH:23][CH:22]=[CH:21][CH:20]=1 |f:4.5|. Procedure details: A stirred mixture of N-(3-pyridyl)-N'-cyano-O-phenylisourea (see, Example 5 for procedure) (3.00 g, 0.0126 mol), (R)-2-phenylglycinol (1.9 g, 0.0130 mol), N-methylmorpholine (30 mL), and isopropanol (20 mL) was refluxed, under nitrogen, for 2 hours; the reaction was complete by TLC with 10% MeOH-CHCl3. The mixture was concentrated and the residue was chromatographed on silica gel with 1-6% MeOH-CHCl3. The first product eluted from the column was crystallized from MeOH-EtOAc to give 261 mg of (R)... The reactants are C=CCNCC(NC(=O)OC(C)(C)C)C(=O)O, CC(C)=O, O=C(Cl)OCc1ccccc1, [Na+], O=C([O-])O, O. Product: C=CCN(CC(NC(=O)OC(C)(C)C)C(=O)O)C(=O)OCc1ccccc1. Reaction SMILES: [C:1]([CH3:2])([CH3:3])([CH3:4])[O:5][C:6](=[O:7])[NH:8][CH:9]([C:10](=[O:11])[OH:12])[CH2:13][NH:14][CH2:15][CH:16]=[CH2:17].[CH3:35][C:36](=[O:37])[CH3:38].[Cl:18][C:19](=[O:20])[O:21][CH2:22][c:23]1[cH:24][cH:25][cH:26][cH:27][cH:28]1.[Na+:33].[O-:29][C:30]([OH:31])=[O:32].[OH2:34]>>[C:1]([CH3:2])([CH3:3])([CH3:4])[O:5][C:6](=[O:7])[NH:8][CH:9]([C:10](=[O:11])[OH:12])[CH2:13][N:14]([CH2:15][CH:16]=[CH2:17])[C:19](=[O:20])[O:21][CH2:22][c:23]1[cH:24][cH:25][cH:26][cH:27][cH:28]1. Starting materials: C(CCC)[Li] (butyl lithium), BrC1=CC=C(C=C1)C1=CC=C(C=C1)OC (4-(4′-bromophenyl)-anisole), S(=O)(=O)(Cl)Cl (sulfuryl chloride), liquid, S(=O)=O (sulfur dioxide), S(=O)=O (sulfur dioxide), COC1=CC=C(C=C1)C1=CC=C(C=C1)S(=O)O.[Li] (lithium 4-(4′-methoxyphenyl)phenylsulfinic acid). The solvent is O1CCCC1 (tetrahydrofuran), O1CCCC1 (tetrahydrofuran), hexanes. Conditions: time 5 minute. The product is COC1=CC=C(C=C1)C1=CC=C(C=C1)S(=O)(=O)Cl (4-(4′-methoxyphenyl)phenyl-sulfonyl chloride). Yield: 99.7%. As a reaction SMILES: Br[C:2]1[CH:7]=[CH:6][C:5]([C:8]2[CH:13]=[CH:12][C:11]([O:14][CH3:15])=[CH:10][CH:9]=2)=[CH:4][CH:3]=1.C([Li])CCC.S(=O)=O.COC1C=CC(C2C=CC(S(O)=O)=CC=2)=CC=1.[Li].[S:42](Cl)([Cl:45])(=[O:44])=[O:43]>O1CCCC1>[CH3:15][O:14][C:11]1[CH:12]=[CH:13][C:8]([C:5]2[CH:6]=[CH:7][C:2]([S:42]([Cl:45])(=[O:44])=[O:43])=[CH:3][CH:4]=2)=[CH:9][CH:10]=1 |f:3.4,^1:40|. Reported procedure: Part B: 5.2 grams (20 mmol) of 4-(4′-bromophenyl)-anisole was dissolved in 100 mL of anhydrous tetrahydrofuran and placed under nitrogen to cool to −78 C. To this flask was added 8.0 mL of 2.5 molar butyl lithium over 10 minutes. In an adjacent flask was added 100 mL of anhydrous tetrahydrofuran which was cooled to −60 C and a stream of sulfur dioxide was added through a dispersion tube while the system is under nitrogen atmosphere. After the addition of approximately 10 mL of liquid sulfur diox...